This data is from the Open Reaction Database (ORD), a public repository of structured organic reaction records. The task is: describe an organic reaction: reactants, conditions, products, and yield Reactants: O=C([O-])[O-], Cc1cc(O)ccc1COCCn1ccnn1, CCC(C)=O, FC(F)(F)Oc1ccc(C=Cc2nc(CCl)co2)cc1, [Cs+], [Cs+], [I-], [K+]. Product: Cc1cc(OCc2coc(C=Cc3ccc(OC(F)(F)F)cc3)n2)ccc1COCCn1ccnn1. As a reaction SMILES: [C:18](=[O:19])([O-:20])[O-:21].[CH3:1][c:2]1[cH:3][c:4]([OH:17])[cH:5][cH:6][c:7]1[CH2:8][O:9][CH2:10][CH2:11][n:12]1[n:13][n:14][cH:15][cH:16]1.[CH3:46][C:47](=[O:48])[CH2:49][CH3:50].[Cl:24][CH2:25][c:26]1[n:27][c:28]([CH:31]=[CH:32][c:33]2[cH:34][cH:35][c:36]([O:39][C:40]([F:41])([F:42])[F:43])[cH:37][cH:38]2)[o:29][cH:30]1.[Cs+:22].[Cs+:23].[I-:45].[K+:44]>>[CH3:1][c:2]1[cH:3][c:4]([O:17][CH2:25][c:26]2[n:27][c:28]([CH:31]=[CH:32][c:33]3[cH:34][cH:35][c:36]([O:39][C:40]([F:41])([F:42])[F:43])[cH:37][cH:38]3)[o:29][cH:30]2)[cH:5][cH:6][c:7]1[CH2:8][O:9][CH2:10][CH2:11][n:12]1[n:13][n:14][cH:15][cH:16]1. Reactants: N[C@@H]1CC[C@H](CC1)NC(=O)C1=CNC2=C1N=CN=C2C2=C(C=C(C=C2)OC)OCC2CC2 (trans-4-(2-cyclopropylmethoxy-4-methoxy-phenyl)-5H-pyrrolo[3,2-d]pyrimidine-7-carboxylic acid (4-amino-cyclohexyl)-amide), ClC(=O)[C@H](C)OC(C)=O (acetic acid (S)-1-chlorocarbonyl-ethyl ester). Product: O[C@H](C(=O)N[C@@H]1CC[C@H](CC1)NC(=O)C1=CNC2=C1N=CN=C2C2=C(C=C(C=C2)OC)OCC2CC2)C (trans-4-(2-Cyclopropylmethoxy-4-methoxy-phenyl)-5H-pyrrolo[3,2-d]pyrimidine-7-carboxylic acid [4-((S)-2-hydroxy-propionylamino)-cyclohexyl]-amide). As a reaction SMILES: [NH2:1][C@H:2]1[CH2:7][CH2:6][C@H:5]([NH:8][C:9]([C:11]2[C:15]3[N:16]=[CH:17][N:18]=[C:19]([C:20]4[CH:25]=[CH:24][C:23]([O:26][CH3:27])=[CH:22][C:21]=4[O:28][CH2:29][CH:30]4[CH2:32][CH2:31]4)[C:14]=3[NH:13][CH:12]=2)=[O:10])[CH2:4][CH2:3]1.Cl[C:34]([C@@H:36]([O:38]C(=O)C)[CH3:37])=[O:35]>>[OH:38][C@@H:36]([CH3:37])[C:34]([NH:1][C@H:2]1[CH2:7][CH2:6][C@H:5]([NH:8][C:9]([C:11]2[C:15]3[N:16]=[CH:17][N:18]=[C:19]([C:20]4[CH:25]=[CH:24][C:23]([O:26][CH3:27])=[CH:22][C:21]=4[O:28][CH2:29][CH:30]4[CH2:31][CH2:32]4)[C:14]=3[NH:13][CH:12]=2)=[O:10])[CH2:4][CH2:3]1)=[O:35]. Reported procedure: Starting from trans-4-(2-cyclopropylmethoxy-4-methoxy-phenyl)-5H-pyrrolo[3,2-d]pyrimidine-7-carboxylic acid (4-amino-cyclohexyl)-amide (example A150) and acetic acid (S)-1-chlorocarbonyl-ethyl ester the title compound is obtained as colorless solid. Reaction SMILES: C1N=CN([C:6]([N:8]2[CH:12]=[N:11]C=C2)=[O:7])C=1.[OH:13][CH2:14][C:15]1[CH:16]=[C:17]([C:21]2[CH:22]=[N:23][C:24]([N:27]3[CH2:32][CH2:31][N:30]([C:33](=[O:37])[CH2:34][O:35][CH3:36])[CH2:29][CH2:28]3)=[N:25][CH:26]=2)[CH:18]=[CH:19][CH:20]=1.C(=O)(O)O.[NH2:42]C(N)=N.[C:46]([OH:55])(=[O:54])[C@@H:47]([C@H:49]([C:51]([OH:53])=[O:52])[OH:50])[OH:48]>CC#N.O.CN(C=O)C>[C:51]([C@@H:49]([C@H:47]([C:46]([OH:55])=[O:54])[OH:48])[OH:50])([OH:53])=[O:52].[C:12]([NH:8][C:6](=[O:7])[O:13][CH2:14][C:15]1[CH:20]=[CH:19][CH:18]=[C:17]([C:21]2[CH:22]=[N:23][C:24]([N:27]3[CH2:32][CH2:31][N:30]([C:33](=[O:37])[CH2:34][O:35][CH3:36])[CH2:29][CH2:28]3)=[N:25][CH:26]=2)[CH:16]=1)(=[NH:11])[NH2:42] |f:2.3,8.9|. Reported procedure: CDI (225 mg) was added to a mixture of 1-(4-{5-[3-(hydroxymethyl)phenyl]pyrimidin-2-yl}piperazin-1-yl)-2-methoxyethanone (216 mg) and DMF (6 ml), followed by stirring at room temperature for 2 hours. Then, guanidine carbonate (220 mg) was added to the mixture, followed by stirring at room temperature for 2 hours. Water was added to the reaction mixture, followed by extraction with CHCl3. The organic layer was dried over Na2SO4 and evaporated under reduced pressure. A mixture obtained by dissolvi... Yields the product C(=O)(O)[C@H](O)[C@@H](O)C(=O)O.C(N)(=N)NC(OCC1=CC(=CC=C1)C=1C=NC(=NC1)N1CCN(CC1)C(COC)=O)=O (3-{2-[4-(methoxy acetyl)piperazin-1-yl]pyrimidin-5-yl}benzyl carbamimidoylcarbamate L-tartrate). Conditions: time 2 hour. Solvent: CC#N (MeCN), O (water), O (Water), O (water), CC#N (MeCN), CN(C)C=O (DMF). Reactants: C([C@H](O)[C@@H](O)C(=O)O)(=O)O (L-tartaric acid), residue, C(O)(O)=O.NC(=N)N (guanidine carbonate), C1=CN(C=N1)C(=O)N2C=CN=C2 (CDI), OCC=1C=C(C=CC1)C=1C=NC(=NC1)N1CCN(CC1)C(COC)=O (1-(4-{5-[3-(hydroxymethyl)phenyl]pyrimidin-2-yl}piperazin-1-yl)-2-methoxyethanone). The yield is 78.0%. The reactants are COC(=O)C(C)CO, CCOC(C)=O, N#Cc1ccc(O)cc1F, CCOC(=O)N=NC(=O)OCC, c1ccc(P(c2ccccc2)c2ccccc2)cc1. The product is COC(=O)C(C)COc1ccc(C#N)c(F)c1. As a reaction SMILES: [CH3:11][O:12][C:13]([CH:14]([CH2:15][OH:16])[CH3:17])=[O:18].[CH3:50][CH2:51][O:52][C:53](=[O:54])[CH3:55].[F:1][c:2]1[c:3]([C:4]#[N:5])[cH:6][cH:7][c:8]([OH:10])[cH:9]1.[O:38]=[C:39]([O:40][CH2:41][CH3:42])[N:43]=[N:44][C:45]([O:46][CH2:47][CH3:48])=[O:49].[c:19]1([P:20]([c:21]2[cH:22][cH:23][cH:24][cH:25][cH:26]2)[c:27]2[cH:28][cH:29][cH:30][cH:31][cH:32]2)[cH:33][cH:34][cH:35][cH:36][cH:37]1>>[F:1][c:2]1[c:3]([C:4]#[N:5])[cH:6][cH:7][c:8]([O:10][CH2:15][CH:14]([C:13]([O:12][CH3:11])=[O:18])[CH3:17])[cH:9]1. Starting materials: O (H2O), C12(CCC(CC1)C2)C2=CC=CC2 (norbornylcyclopentadiene), C(C1=CC=CC=C1)(=O)C1=CC=CC=C1 (benzophenone), C[O-].[Na+] (NaOMe). The solvent is C(C)OCC (diethyl ether), C(C)O (ethanol). Yields the product C12C(CC(CC1)C2)C=2C=CC(C2)=C(C2=CC=CC=C2)C2=CC=CC=C2 (3-(2-norbornyl)-6,6-diphenylfulvene). Isolated yield 99.5%. RXN SMILES: [C:1]12([C:8]3[CH2:12][CH:11]=[CH:10][CH:9]=3)[CH2:7][CH:4]([CH2:5][CH2:6]1)[CH2:3][CH2:2]2.[C:13]([C:21]1[CH:26]=[CH:25][CH:24]=[CH:23][CH:22]=1)(=O)[C:14]1[CH:19]=[CH:18][CH:17]=[CH:16][CH:15]=1.C[O-].[Na+].O>C(O)C.C(OCC)C>[CH:2]12[CH2:3][CH:4]([CH2:5][CH2:6]1)[CH2:7][CH:1]2[C:8]1[CH:12]=[CH:11][C:10](=[C:13]([C:14]2[CH:19]=[CH:18][CH:17]=[CH:16][CH:15]=2)[C:21]2[CH:26]=[CH:25][CH:24]=[CH:23][CH:22]=2)[CH:9]=1 |f:2.3|. Reported procedure: A 500 mL round bottom flask was charged with a solution of norbornylcyclopentadiene (7.39 g, 46.1 mmol) and benzophenone (8.41 g, 46.2 mmol) in 100 mL absolute ethanol. NaOMe (5.50 g, 102 mmol) was added and the orange solution was stirred for 61 days before 100 mL H2O and 100 mL diethyl ether were added. The organic layer was isolated and the aqueous layer was extracted with diethyl ether (2×50 mL). The combined organic layers were dried over MgSO4, filtered, and rotavapped to provide 14.88 gra...